Dataset: the Open Reaction Database (ORD), a public repository of structured organic reaction records. Task: describe an organic reaction: reactants, conditions, products, and yield Reactants: C(C)(=O)N(C(=O)OCCOCCOCCCCCCCCCCCCCCCCCC)CC1=NC=CC=C1 (2-(N-Acetyl-N-((2-(2-octadecyloxyethoxy)ethoxy)carbonyl)aminomethyl)pyridine), C(C)I (ethyl iodide). The solvent is C(C)#N (acetonitrile). Yields the product [I-].C(C)(=O)N(C(=O)OCCOCCOCCCCCCCCCCCCCCCCCC)CC1=[N+](C=CC=C1)CC (2-(N-Acetyl-N-((2-(2-octadecyloxyethoxy)ethoxy)carbonyl)aminomethyl)-1-ethylpyridinium iodide), powder. The yield is 77.0%. RXN SMILES: [C:1]([N:4]([CH2:32][C:33]1[CH:38]=[CH:37][CH:36]=[CH:35][N:34]=1)[C:5]([O:7][CH2:8][CH2:9][O:10][CH2:11][CH2:12][O:13][CH2:14][CH2:15][CH2:16][CH2:17][CH2:18][CH2:19][CH2:20][CH2:21][CH2:22][CH2:23][CH2:24][CH2:25][CH2:26][CH2:27][CH2:28][CH2:29][CH2:30][CH3:31])=[O:6])(=[O:3])[CH3:2].[CH2:39]([I:41])[CH3:40]>C(#N)C>[I-:41].[C:1]([N:4]([CH2:32][C:33]1[CH:38]=[CH:37][CH:36]=[CH:35][N+:34]=1[CH2:39][CH3:40])[C:5]([O:7][CH2:8][CH2:9][O:10][CH2:11][CH2:12][O:13][CH2:14][CH2:15][CH2:16][CH2:17][CH2:18][CH2:19][CH2:20][CH2:21][CH2:22][CH2:23][CH2:24][CH2:25][CH2:26][CH2:27][CH2:28][CH2:29][CH2:30][CH3:31])=[O:6])(=[O:3])[CH3:2] |f:3.4|. Procedure: A solution of the compound obtained in example 2 (692 mg, 1.29 mmol) in acetonitrile (1 mL) and ethyl iodide (1 mL) was heated at 70° C. for three days. The solution was concentrated in vacuo, the residue was dissolved in dichloromethane and precipitated with ether. The solid was filtered and dried to yield the desired compound as a yellowish powder (693 mg, 77%). Starting materials: CN(C=O)C (dimethylformamide), OC12CC3(CC(CC(C1)C3)C2)C(=O)O (3-hydroxy-1-adamantylcarboxylic acid), C(=O)(N1C=NC=C1)N1C=NC=C1 (1,1'-carbonyldiimidazole), CN(C=O)C (dimethylformamide), C(C(=O)O)(=O)O.C(C(=O)O)(=O)O.NC1CCN(CC1)CCNC(=O)C1=NN(C2=CC=CC=C12)C(C)C (N-[2-(4-amino-1-piperidinyl)ethyl]-1-(2-propyl)-1H-indazole-3-carboxamide dioxalate). Run at time 2 hour. Product: C(C(=O)O)(=O)O.OC12CC3(CC(CC(C1)C3)C2)C(=O)NC2CCN(CC2)CCC2=C3C(=NN(C3=CC=C2)C(C)C)C(=O)N ((2-(4-(3-hydroxy-1-adamantylcarbonylamino)-1-piperidinyl)ethyl]-1-(2-propyl)-1H-indazole-3-carboxamide oxalate). Isolated yield 47.0%. Reaction SMILES: [OH:1][C:2]12[CH2:11][CH:6]3[CH2:7][CH:8]([CH2:10][C:4]([C:12](O)=[O:13])([CH2:5]3)[CH2:3]1)[CH2:9]2.C(N1[CH:26]=[CH:25][N:24]=[CH:23]1)(N1C=CN=C1)=O.[C:27]([OH:32])(=[O:31])[C:28]([OH:30])=[O:29].[C:33](O)(=O)[C:34](O)=O.NC1CCN(CC[NH:48][C:49]([C:51]2[C:59]3[C:54](=[CH:55][CH:56]=[CH:57][CH:58]=3)[N:53]([CH:60]([CH3:62])[CH3:61])[N:52]=2)=[O:50])CC1.C[N:64]([CH3:67])C=O>>[C:27]([OH:32])(=[O:31])[C:28]([OH:30])=[O:29].[OH:1][C:2]12[CH2:9][CH:8]3[CH2:7][CH:6]([CH2:5][C:4]([C:12]([NH:64][CH:67]4[CH2:27][CH2:23][N:24]([CH2:33][CH2:34][C:58]5[CH:57]=[CH:56][CH:55]=[C:54]6[C:59]=5[C:51]([C:49]([NH2:48])=[O:50])=[N:52][N:53]6[CH:60]([CH3:61])[CH3:62])[CH2:25][CH2:26]4)=[O:13])([CH2:10]3)[CH2:3]1)[CH2:11]2 |f:2.3.4,6.7|. Procedure: A mixture of 1.07 g (5.45 mmol) of 3-hydroxy-1-adamantylcarboxylic acid and 0.88 g (5.45 mmol) of 1,1'-carbonyldiimidazole in 10 mL of dimethylformamide was stirred for 2 hours at ambient temperature. To this solution was dropwise added 1.80 g (5.45 mmol) of the product of Example 23 in 7 mL of dimethylformamide. The reaction was stirred for 18 hours and then concentrated in vacuo, diluted with dichloromethane and solids removed by filtration. The crude product was purified by chromatography (si...